From a dataset of the Open Reaction Database (ORD), a public repository of structured organic reaction records. describe an organic reaction: reactants, conditions, products, and yield Starting materials: F2, O(F)F (OF2), C(C)OC([C@@H](NC=O)CC1=CC(=C(C=C1[Sn](C)(C)C)OC(=O)OC(C)(C)C)OC(=O)OC(C)(C)C)=O (N-Formyl-3,4-di-t-butoxycarbonyloxy-6-(trimethylstannyl)-L-phenylalanine ethyl ester), CC(=O)OF (CH3COOF), glycals, F2, C([C@@H]1[C@H]([C@@H]([C@H]([C@H](O1)O)[18F])O)O)O (2-[18F]fluoro-2-deoxy-D-glucose). The solvent is C(F)(Cl)(Cl)Cl (Freon-11), C(Cl)Cl (methylene chloride). Product: C(C)OC([C@@H](NC=O)CC1=CC(=C(C=C1F)OC(=O)OC(C)(C)C)OC(=O)OC(C)(C)C)=O (N-Formyl-3,4-di-t-butoxycarbonyloxy-6-fluoro-L-phenylalanine ethyl ester), CC(=O)OF (CH3COOF), F2, O(F)F (OF2). RXN SMILES: [CH3:1][C:2]([O:4][F:5])=[O:3].C(O)[C@H]1O[C@H](O)[C@H]([18F])[C@@H](O)[C@@H]1O.[O:18]([F:20])[F:19].[CH2:21]([O:23][C:24](=[O:56])[C@H:25]([CH2:29][C:30]1[C:35]([Sn](C)(C)C)=[CH:34][C:33]([O:40][C:41]([O:43][C:44]([CH3:47])([CH3:46])[CH3:45])=[O:42])=[C:32]([O:48][C:49]([O:51][C:52]([CH3:55])([CH3:54])[CH3:53])=[O:50])[CH:31]=1)[NH:26][CH:27]=[O:28])[CH3:22]>C(Cl)(Cl)(Cl)F.C(Cl)Cl>[CH2:21]([O:23][C:24](=[O:56])[C@H:25]([CH2:29][C:30]1[C:35]([F:5])=[CH:34][C:33]([O:40][C:41]([O:43][C:44]([CH3:47])([CH3:46])[CH3:45])=[O:42])=[C:32]([O:48][C:49]([O:51][C:52]([CH3:55])([CH3:54])[CH3:53])=[O:50])[CH:31]=1)[NH:26][CH:27]=[O:28])[CH3:22].[CH3:1][C:2]([O:4][F:5])=[O:3].[O:18]([F:20])[F:19]. Procedure details: The electrophilic fluorinating agent, CH3COOF (prepared from 200 μmol) of F2 in 1% He, (Bida, G. T., Satyamurthy, N. and Barrio, J. R. (1984) The synthesis of 2-[18F]fluoro-2-deoxy-D-glucose using glycals: A reexamination. J. Nucl. Med. 25, 1327) F2 (1% in He, 200 μmol) or OF2 (1% in He, 200 μmol), was bubbled into a solution of trimethyltin derivative 6 (0.123 g, 200 μmol) in Freon-11 (CFCl3) (20 mL) at room temperature over a period of 30 min. The reaction mixture was diluted with methylene ch... Reactants: ClC1=CC=C(S1)C(=O)O (5-chloro-thiophene-2-carboxylic acid), C(C)(C)N1CCC(CC1)N(S(=O)(=O)CCN)CC=1SC=CN1 (2-amino-ethanesulfonic acid (1-isopropyl-piperidin-4-yl)-thiazol-2-ylmethyl-amide). The product is C(C)(C)N1CCC(CC1)N(S(=O)(=O)CCNC(=O)C=1SC(=CC1)Cl)CC=1SC=CN1 (5-chloro-thiophene-2-carboxylic acid {2-[(1-isopropyl-piperidin-4-yl)-thiazol-2-ylmethyl-sulfamoyl]-ethyl}-amide). Reaction SMILES: [Cl:1][C:2]1[S:6][C:5]([C:7]([OH:9])=O)=[CH:4][CH:3]=1.[CH:10]([N:13]1[CH2:18][CH2:17][CH:16]([N:19]([CH2:26][C:27]2[S:28][CH:29]=[CH:30][N:31]=2)[S:20]([CH2:23][CH2:24][NH2:25])(=[O:22])=[O:21])[CH2:15][CH2:14]1)([CH3:12])[CH3:11]>>[CH:10]([N:13]1[CH2:18][CH2:17][CH:16]([N:19]([CH2:26][C:27]2[S:28][CH:29]=[CH:30][N:31]=2)[S:20]([CH2:23][CH2:24][NH:25][C:7]([C:5]2[S:6][C:2]([Cl:1])=[CH:3][CH:4]=2)=[O:9])(=[O:21])=[O:22])[CH2:15][CH2:14]1)([CH3:12])[CH3:11]. Reported procedure: 5-Chloro-thiophene-2-carboxylic acid {2-[(1-isopropyl-piperidin-4-yl)-thiazol-2-ylmethyl-sulfamoyl]-ethyl}-amide was prepared by an analogous procedure as described in example 5 iii) starting from 61 mg (1 equiv.) 5-chloro-thiophene-2-carboxylic acid and 129 mg (0.37 mmol) 2-amino-ethanesulfonic acid (1-isopropyl-piperidin-4-yl)-thiazol-2-ylmethyl-amide. Final purification by preparative RP-HPLC (CH3CN/H2O gradient+0.05% formic acid) gave pure 5-chloro-thiophene-2-carboxylic acid {2-[(1-isopropy... Starting materials: O=C(O)CNCc1ccccc1, C(=NC1CCCCC1)=NC1CCCCC1, On1nnc2ccccc21. Yields the product O=C(O)CNCc1ccccc1, [NH2-]. As a reaction SMILES: [CH2:1]([c:2]1[cH:3][cH:4][cH:5][cH:6][cH:7]1)[NH:8][CH2:9][C:10](=[O:11])[OH:12].[CH:13]1([N:19]=[C:14]=[N:15][CH:16]2[CH2:17][CH2:18][CH2:20][CH2:21][CH2:22]2)[CH2:23][CH2:24][CH2:25][CH2:26][CH2:27]1.[OH:28][n:29]1[c:30]2[c:31]([cH:32][cH:33][cH:34][cH:35]2)[n:36][n:37]1>>[CH2:1]([c:2]1[cH:3][cH:4][cH:5][cH:6][cH:7]1)[NH:8][CH2:9][C:10](=[O:11])[OH:12].[NH2-:19]. Yields the product CC(C)(C)[Si](C)(C)OCC1COCCN1Cc1ccccc1. The reactants are CC(C)(C)[Si](C)(C)Cl, OCC1COCCN1Cc1ccccc1, ClCCl, c1c[nH]cn1. As a reaction SMILES: [C:16]([CH3:17])([CH3:18])([CH3:19])[Si:20]([Cl:21])([CH3:22])[CH3:23].[CH2:1]([c:2]1[cH:3][cH:4][cH:5][cH:6][cH:7]1)[N:8]1[CH:9]([CH2:14][OH:15])[CH2:10][O:11][CH2:12][CH2:13]1.[Cl:29][CH2:30][Cl:31].[nH:24]1[cH:25][cH:26][n:27][cH:28]1>>[CH2:1]([c:2]1[cH:3][cH:4][cH:5][cH:6][cH:7]1)[N:8]1[CH:9]([CH2:14][O:15][Si:20]([C:16]([CH3:17])([CH3:18])[CH3:19])([CH3:22])[CH3:23])[CH2:10][O:11][CH2:12][CH2:13]1. Reactants: CC1=CC=C(C=C1)C1=CC=C(S1)CCCCC(=O)OCC (ethyl 5-[5-(4-methylphenyl)thiophen-2-yl]valerate), [OH-].[Na+] (sodium hydroxide), CC1=CC=C(C=C1)C1=CC=C(S1)C(CCCC(=O)OCC)=O (ethyl 5-[5-(4-methylphenyl)thiophen-2-yl]-5-oxovalerate), C(C)[SiH](CC)CC (triethylsilane), C([O-])(O)=O.[Na+] (sodium bicarbonate). Run in O (water), O1CCCC1 (tetrahydrofuran), C(C)(=O)OCC (ethyl acetate), FC(C(=O)O)(F)F (trifluoroacetic acid). Run at time 4 day. Yields the product CC1=CC=C(C=C1)C1=CC=C(S1)CCCCC(=O)O (5-[5-(4-methylphenyl)thiophen-2-yl]valeric acid). Yield: 73.8%. Reaction SMILES: [CH3:1][C:2]1[CH:7]=[CH:6][C:5]([C:8]2[S:12][C:11]([C:13](=O)[CH2:14][CH2:15][CH2:16][C:17]([O:19]CC)=[O:18])=[CH:10][CH:9]=2)=[CH:4][CH:3]=1.C([SiH](CC)CC)C.C(=O)(O)[O-].[Na+].CC1C=CC(C2SC(CCCCC(OCC)=O)=CC=2)=CC=1.[OH-].[Na+]>FC(F)(F)C(O)=O.O1CCCC1.O.C(OCC)(=O)C>[CH3:1][C:2]1[CH:3]=[CH:4][C:5]([C:8]2[S:12][C:11]([CH2:13][CH2:14][CH2:15][CH2:16][C:17]([OH:19])=[O:18])=[CH:10][CH:9]=2)=[CH:6][CH:7]=1 |f:2.3,5.6|. Procedure: To a solution of ethyl 5-[5-(4-methylphenyl)thiophen-2-yl]-5-oxovalerate (4.50 g) in trifluoroacetic acid (7.66 ml) was added triethylsilane (5.7 ml) at room temperature, and the mixture was stirred for 4 days. To the reaction mixture was added ethyl acetate, and the mixture was made alkaline with saturated sodium bicarbonate solution. The organic layer was washed with saturated sodium chloride solution, dried with magnesium sulfate and concentrated under reduced pressure. The residue was separa... Starting materials: COC(C(CNCC1=CC=CC=C1)C)=O (3-Phenylmethylamino-2-methyl-propanoic acid methyl ester), C(C=C)(=O)OCC (ethyl acrylate). Run in CO (methanol). The product is COC(=O)C(CN(CCC(=O)OCC)CC1=CC=CC=C1)C (N-[2-(methoxycarbonyl)propyl]-N-[2-(ethoxycarbonyl)ethyl]phenylmethylamine). Isolated yield 94.2%. RXN SMILES: [CH3:1][O:2][C:3](=[O:15])[CH:4]([CH3:14])[CH2:5][NH:6][CH2:7][C:8]1[CH:13]=[CH:12][CH:11]=[CH:10][CH:9]=1.[C:16]([O:20][CH2:21][CH3:22])(=[O:19])[CH:17]=[CH2:18]>CO>[CH3:1][O:2][C:3]([CH:4]([CH3:14])[CH2:5][N:6]([CH2:7][C:8]1[CH:9]=[CH:10][CH:11]=[CH:12][CH:13]=1)[CH2:18][CH2:17][C:16]([O:20][CH2:21][CH3:22])=[O:19])=[O:15]. Procedure details: 3-Phenylmethylamino-2-methyl-propanoic acid methyl ester (79 g, 0.38 mole) from Example and ethyl acrylate (54.2 ml, 50.06 g, 0.5 mole) were dissolved in 200 ml of methanol and then heated to reflux overnight. After being cooled, the solution was concentrated under vacuum to remove the excess of solvent and ethyl acrylate to yield the crude N-[2-(methoxycarbonyl)propyl]-N-[2-(ethoxycarbonyl)ethyl]phenylmethylamine (110 g, 95%). The reactants are C1(=CC=CC=C1)C(C1=CC=CC=C1)OC([C@H](CC1=CC=C(C=C1)C=CC(=O)OC(C)(C)C)NC(=O)OC(C)(C)C)=O ((S)-2-[[(1,1-Dimethylethoxy)carbonyl]amino]-3-[4-[3-(1,1-dimethylethoxy)-3-oxo-1-propenyl]phenyl]propanoic acid diphenylmethyl ester), [H][H] (hydrogen), [H][H] (hydrogen). The reagents and catalysts are [Pd] (Pd/C). The solvent is C(C)O (ethanol), C(C)(C)(C)O (t-butanol). Yields the product CC(C)(OC(=O)N[C@H](C(=O)O)CC1=CC=C(C=C1)CCC(=O)OC(C)(C)C)C ((S)-2-[[(1,1-dimethylethoxy) carbonyl]amino]-3-[4-[3-(1,1-dimethylethoxy)3-oxopropyl]phenyl]propanoic acid). The yield is 92.9%. RXN SMILES: C1(C([O:14][C:15](=[O:41])[C@@H:16]([NH:33][C:34]([O:36][C:37]([CH3:40])([CH3:39])[CH3:38])=[O:35])[CH2:17][C:18]2[CH:23]=[CH:22][C:21]([CH:24]=[CH:25][C:26]([O:28][C:29]([CH3:32])([CH3:31])[CH3:30])=[O:27])=[CH:20][CH:19]=2)C2C=CC=CC=2)C=CC=CC=1.[H][H]>C(O)(C)(C)C.C(O)C.[Pd]>[CH3:39][C:37]([CH3:40])([O:36][C:34]([NH:33][C@@H:16]([CH2:17][C:18]1[CH:23]=[CH:22][C:21]([CH2:24][CH2:25][C:26]([O:28][C:29]([CH3:32])([CH3:31])[CH3:30])=[O:27])=[CH:20][CH:19]=1)[C:15]([OH:41])=[O:14])=[O:35])[CH3:38]. Procedure details: (S)-2-[[(1,1-Dimethylethoxy)carbonyl]amino]-3-[4-[3-(1,1-dimethylethoxy)-3-oxo-1-propenyl]phenyl]propanoic acid diphenylmethyl ester (1.6 g. 2.8 mmol) and 10% Pd/C (300 mg) in t-butanol (20 mL) was blanketed with hydrogen (1 atm). To prevent the solvent from freezing, a warm water bath (40° C.) was used to heat the reaction mixture. Upon the consumption of 2 equivalents of hydrogen, the mixture was filtered through celite. The celite pad was washed with ethanol (50 mL) and the filtrates combined... The reactants are COC1=CC=C(C=C1)P1(SP(S1)(=S)C1=CC=C(C=C1)OC)=S (2,4-Bis(4-methoxyphenyl)-2,4-dithioxo-1,3,2,4-dithiadiphosphetane), NC([C@@H](C)NC(OC(C)(C)C)=O)=O (tert-butyl [(1R)-2-amino-1-methyl-2-oxoethyl]carbamate). The solvent is COCCOC (1,2-dimethoxyethane). Run at time 5 hour. Yields the product NC([C@@H](C)NC(OC(C)(C)C)=O)=S (tert-butyl [(1R)-2-amino-1-methyl-2-thioxoethyl]carbamate). The yield is 203.5%. RXN SMILES: COC1C=CC(P2(=S)SP(C3C=CC(OC)=CC=3)(=S)[S:10]2)=CC=1.[NH2:23][C:24](=O)[C@H:25]([NH:27][C:28](=[O:34])[O:29][C:30]([CH3:33])([CH3:32])[CH3:31])[CH3:26]>COCCOC>[NH2:23][C:24](=[S:10])[C@H:25]([NH:27][C:28](=[O:34])[O:29][C:30]([CH3:33])([CH3:32])[CH3:31])[CH3:26]. Reported procedure: 2,4-Bis(4-methoxyphenyl)-2,4-dithioxo-1,3,2,4-dithiadiphosphetane (1.6 g, 0.0038 mol) was added to a solution of tert-butyl [(1R)-2-amino-1-methyl-2-oxoethyl]carbamate (1.45 g, 0.00770 mol) in 1,2-dimethoxyethane (40 mL). The resulting suspension was stirred at RT for 5 h. After removal of solvent the residue was taken up into ethyl acetate. It was washed with 0.1 N NaOH solution, water, brine; dried over Na2SO4. After filtration the filtrate was concentrated to yield 1.58 g of the product. (yie... The reactants are [BH4-].[Na+] (Sodium borohydride), O=C1NC2(CC2)C(C1)C=O (5-oxo-4-azaspiro[2.4]heptane-7-carbaldehyde). The solvent is CO (methanol), O (water). Run at time 1 hour. Product: OCC1CC(NC12CC2)=O (7-(hydroxymethyl)-4-azaspiro[2.4]heptan-5-one). As a reaction SMILES: [BH4-].[Na+].[O:3]=[C:4]1[CH2:10][CH:9]([CH:11]=[O:12])[C:6]2([CH2:8][CH2:7]2)[NH:5]1>CO.O>[OH:12][CH2:11][CH:9]1[C:6]2([CH2:8][CH2:7]2)[NH:5][C:4](=[O:3])[CH2:10]1 |f:0.1|. Procedure details: Sodium borohydride (1.4 g, 6.6 mmol) was added to a stirred solution of 5-oxo-4-azaspiro[2.4]heptane-7-carbaldehyde (0.51 g, 3.3 mmol) in methanol (8 mL) and water (12 mL) at 0° C. The reaction mixture was allowed to warm to room temperature and stirred for 1 hour. The reaction mixture was dried over sodium sulfate and concentrated under reduced pressure to afford the crude product residue. The crude product residue was purified by silica gel chromatography (1:10 methanol in dichloromethane, Rf=...